This data is from the Open Reaction Database (ORD), a public repository of structured organic reaction records. The task is: describe an organic reaction: reactants, conditions, products, and yield Yields the product NC(c1ccc(C(F)(F)F)nc1)C1CC1. Reaction SMILES: [CH3:22][CH2:23][OH:24].[CH:1]1([CH:4]([NH:5][S:6]([C:7]([CH3:8])([CH3:9])[CH3:10])=[O:11])[c:12]2[cH:13][n:14][c:15]([C:18]([F:19])([F:20])[F:21])[cH:16][cH:17]2)[CH2:2][CH2:3]1.[ClH:25].[O:26]1[CH2:27][CH2:28][O:29][CH2:30][CH2:31]1>>[CH:1]1([CH:4]([NH2:5])[c:12]2[cH:13][n:14][c:15]([C:18]([F:19])([F:20])[F:21])[cH:16][cH:17]2)[CH2:2][CH2:3]1. Starting materials: CCO, CC(C)(C)S(=O)NC(c1ccc(C(F)(F)F)nc1)C1CC1, Cl, C1COCCO1. As a reaction SMILES: [C:1]([CH3:2])([CH3:3])([CH3:4])[Si:5]([O:6][CH2:7][c:8]1[cH:9][c:10]([CH3:15])[c:11]([C:13]#[N:14])[s:12]1)([CH3:16])[CH3:17].[NH2:18][OH:19]>>[C:1]([CH3:2])([CH3:3])([CH3:4])[Si:5]([O:6][CH2:7][c:8]1[cH:9][c:10]([CH3:15])[c:11]([C:13]([NH2:14])=[N:18][OH:19])[s:12]1)([CH3:16])[CH3:17]. The reactants are Cc1cc(CO[Si](C)(C)C(C)(C)C)sc1C#N, NO. Yields the product Cc1cc(CO[Si](C)(C)C(C)(C)C)sc1C(N)=NO. Starting materials: FC1=CC=C(C=C1)OC (4-fluoroanisole), C(C)(C)(C)C1CCC(CC1)=O (4-t-butylcyclohexanone), C(C)N(CC)S(F)(F)F (diethylaminosulfur trifluoride). The solvent is C(Cl)Cl (CH2Cl2). The product is FC1(CCC(CC1)C(C)(C)C)F (1,1-difluoro-4-t-butylcyclohexane). The yield is 67.0%. As a reaction SMILES: [C:1]([CH:5]1CCC(=O)CC1)(C)([CH3:3])[CH3:2].C(N(S(F)(F)[F:18])CC)C.[F:21][C:22]1[CH:27]=[CH:26][C:25](OC)=[CH:24][CH:23]=1>C(Cl)Cl>[F:21][C:22]1([F:18])[CH2:27][CH2:26][CH:25]([C:1]([CH3:5])([CH3:3])[CH3:2])[CH2:24][CH2:23]1. Reported procedure: A reaction of 4-t-butylcyclohexanone (2 mmol) with diethylaminosulfur trifluoride (3.0 mmol) in CH2Cl2 (10 mL) at room temperature gave a 99% conversion of starting material to products and a 67% yield of 1,1-difluoro-4-t-butylcyclohexane after 6 h. as determined by NMR (4-fluoroanisole as internal standard). The reactants are COC(=O)C(=O)Cl, Nc1ccc(F)cc1. Yields the product COC(=O)C(=O)Nc1ccc(F)cc1. Reaction SMILES: [Cl:9][C:10]([C:11](=[O:12])[O:13][CH3:14])=[O:15].[NH2:1][c:2]1[cH:3][cH:4][c:5]([F:6])[cH:7][cH:8]1>>[NH:1]([c:2]1[cH:3][cH:4][c:5]([F:6])[cH:7][cH:8]1)[C:10]([C:11](=[O:12])[O:13][CH3:14])=[O:15]. Starting materials: ClC=1C=C(CN(C(=O)C2=C(C(N(C2)CCCC(=O)O)=O)O)C)C=CC1Cl (4-{4-[(3,4-dichloro-benzyl)-methyl-carbamoyl]-3-hydroxy-2-oxo-2,5-dihydro-pyrrol-1-yl}-butyric acid), ClC=1C=C(CN(C(=O)C2=C(C(N(C2)CCCC(=O)O)=O)O)C)C=CC1Cl (4-{4-[(3,4-Dichloro-benzyl)-methyl-carbamoyl]-3-hydroxy-2-oxo-2,5-dihydro-pyrrol-1-yl}-butyric acid), C(CCl)Cl (EDC), C=1C=CC2=C(C1)N=NN2O (HOBT), CNC (dimethyl amine). Run in ClCCl (dichloromethane). Conditions: time 6 hour. Yields the product ClC=1C=C(CN(C(=O)C=2CN(C(C2O)=O)CCCC(N(C)C)=O)C)C=CC1Cl (1-(3-Dimethylcarbamoyl-propyl)-4-hydroxy-5-oxo-2,5-dihydro-1H-pyrrole-3-carboxylic acid (3,4-dichloro-benzyl)-methyl-amide). Isolated yield 23.0%. Reaction SMILES: [Cl:1][C:2]1[CH:3]=[C:4]([CH:23]=[CH:24][C:25]=1[Cl:26])[CH2:5][N:6]([CH3:22])[C:7]([C:9]1[CH2:13][N:12]([CH2:14][CH2:15][CH2:16][C:17](O)=[O:18])[C:11](=[O:20])[C:10]=1[OH:21])=[O:8].C(Cl)CCl.C1C=CC2N(O)N=NC=2C=1.[CH3:41][NH:42][CH3:43]>ClCCl>[Cl:1][C:2]1[CH:3]=[C:4]([CH:23]=[CH:24][C:25]=1[Cl:26])[CH2:5][N:6]([CH3:22])[C:7]([C:9]1[CH2:13][N:12]([CH2:14][CH2:15][CH2:16][C:17](=[O:18])[N:42]([CH3:43])[CH3:41])[C:11](=[O:20])[C:10]=1[OH:21])=[O:8]. Procedure: To a solution of 4-{4-[(3,4-dichloro-benzyl)-methyl-carbamoyl]-3-hydroxy-2-oxo-2,5-dihydro-pyrrol-1-yl}-butyric acid, Compound 24, (0.06 g, 0.15 mmol) in dichloromethane (1 mL) was added EDC (0.057 g, 0.3 mmol), HOBT (0.0020 g, 0.015 mmol) and dimethyl amine (0.15 mL, 2 M solution in THF, 0.30 mmol). The mixture was stirred at room temp for 6 h then concentrated and the crude product purified by preparative HPLC (YMC Combiprep ODS-A, 30 mm×50 mm, MeOH/H2O/0.1% TFA) to yield the title compound as... Reactants: ClCCNCCCl (bis-(2-chloroethyl)amine), FC=1C=C(N)C=C(C1)F (3,5-difluoroaniline), C([O-])([O-])=O.[K+].[K+] (potassium carbonate). The solvent is C(CCC)O (butanol). Product: Cl.FC=1C=C(C=C(C1)F)N1CCNCC1 (3,5-Difluorophenylpiperazine hydrochloride). Yield: 69.3%. As a reaction SMILES: [Cl:1][CH2:2][CH2:3][NH:4][CH2:5][CH2:6]Cl.[F:8][C:9]1[CH:10]=[C:11]([CH:13]=[C:14]([F:16])[CH:15]=1)[NH2:12].C(=O)([O-])[O-].[K+].[K+]>C(O)CCC>[ClH:1].[F:8][C:9]1[CH:10]=[C:11]([N:12]2[CH2:6][CH2:5][NH:4][CH2:3][CH2:2]2)[CH:13]=[C:14]([F:16])[CH:15]=1 |f:2.3.4,6.7|. Procedure details: 13.7 g of bis-(2-chloroethyl)amine was suspended in 120 ml of butanol. To the obtained solution was added 10 g of 3,5-difluoroaniline and the mixture was heated under reflux for 48 hours. After cooling, 10.6 g of potassium carbonate was added and the obtained mixture was heated under reflux for additional 24 hours. Then crystals were collected by filtration, dissolved in water, extracted with chloroform, successively washed with water and a saturated aqueous solution of sodium chloride, and drie...